Dataset: the Open Reaction Database (ORD), a public repository of structured organic reaction records. Task: describe an organic reaction: reactants, conditions, products, and yield Starting materials: OS(=O)(=O)[O-].[K+] (KHSO4), [OH-].[Na+] (NaOH), B.CSC (borane dimethylsulfide), C(C)(C)(C)OC(=O)N(CC(C)C)CC1=CC=C(C#N)C=C1 (4-[N-(tert-butoxycarbonyl)-N-(iso-butyl)-aminomethyl]-benzonitrile). The solvent is C1CCOC1 (THF), CO (methanol). Run at time 2 hour. Product: C(C)(C)(C)OC(=O)N(CC(C)C)CC1=CC=C(CN)C=C1 (4-[N-(tert-Butoxycarbonyl)-N-(iso-butyl)-aminomethyl]-benzylamine). Isolated yield 47.4%. RXN SMILES: B.CSC.[C:5]([O:9][C:10]([N:12]([CH2:17][C:18]1[CH:25]=[CH:24][C:21]([C:22]#[N:23])=[CH:20][CH:19]=1)[CH2:13][CH:14]([CH3:16])[CH3:15])=[O:11])([CH3:8])([CH3:7])[CH3:6].OS([O-])(=O)=O.[K+].[OH-].[Na+]>C1COCC1.CO>[C:5]([O:9][C:10]([N:12]([CH2:17][C:18]1[CH:19]=[CH:20][C:21]([CH2:22][NH2:23])=[CH:24][CH:25]=1)[CH2:13][CH:14]([CH3:16])[CH3:15])=[O:11])([CH3:7])([CH3:8])[CH3:6] |f:0.1,3.4,5.6|. Procedure details: Under a nitrogen atmosphere, add borane-dimethylsulfide complex (13 mL, 26 mmol, 2M solution in THF) to 4-[N-(tert-butoxycarbonyl)-N-(iso-butyl)-aminomethyl]-benzonitrile (1.5 g, 5.2 mmol) in THF (20 mL) at 0° C. Heat the mixture under reflux overnight. Cool the mixture in an ice-bath and add methanol (20 mL). Warm to room temperature and add KHSO4 (7 g in 50 mL of water). Stir for 2 h at room temperature and basify with 3N aqueous NaOH. Extract with DCM, dry the organic phase over Na2SO4, and c... The reactants are NC1=CC=C(C=C1)C1=C(NC2=CN=CC=C21)C(=O)N (3-(4-aminophenyl)-1H-pyrrolo[2,3-c]pyridine-2-carboxamide), ClC=1C=C(C=CC1OC(F)F)N=C=O (3-chloro-4-difluoromethoxyphenyl isocyanate). Yields the product pale yellow solid, ClC=1C=C(C=CC1OC(F)F)NC(NC1=CC=C(C=C1)C1=C(NC2=CN=CC=C21)C(=O)N)=O (3-{4-[3-(3-chloro-4-difluoromethoxyphenyl)-ureido]phenyl}-1H-pyrrolo[2,3-c]pyridine-2-carboxamide). RXN SMILES: [NH2:1][C:2]1[CH:7]=[CH:6][C:5]([C:8]2[C:16]3[C:11](=[CH:12][N:13]=[CH:14][CH:15]=3)[NH:10][C:9]=2[C:17]([NH2:19])=[O:18])=[CH:4][CH:3]=1.[Cl:20][C:21]1[CH:22]=[C:23]([N:31]=[C:32]=[O:33])[CH:24]=[CH:25][C:26]=1[O:27][CH:28]([F:30])[F:29]>>[Cl:20][C:21]1[CH:22]=[C:23]([NH:31][C:32](=[O:33])[NH:1][C:2]2[CH:3]=[CH:4][C:5]([C:8]3[C:16]4[C:11](=[CH:12][N:13]=[CH:14][CH:15]=4)[NH:10][C:9]=3[C:17]([NH2:19])=[O:18])=[CH:6][CH:7]=2)[CH:24]=[CH:25][C:26]=1[O:27][CH:28]([F:30])[F:29]. Procedure details: 93 mg of pale yellow solid 3-{4-[3-(3-chloro-4-difluoromethoxyphenyl)-ureido]phenyl}-1H-pyrrolo[2,3-c]pyridine-2-carboxamide are prepared as described in Example 1 starting with 3-(4-aminophenyl)-1H-pyrrolo[2,3-c]pyridine-2-carboxamide and 3-chloro-4-difluoromethoxyphenyl isocyanate. Reactants: [Na] (sodium), C(C)(=O)OCC1=C(N2C(C(C2SC1)NC(C(N1C=CC=C1)C(=O)OCC)=O)=O)C(=O)O (3-[(acetyloxy)methyl]-7-[[2-carboethoxy-2-(1-pyrryl)acetyl]amino]-8-oxo-5-thia-1-azabicyclo[4.2.0]oct-2-ene-2-carboxylic acid), C(C(C)(C)C)(=O)OCCl (chloromethyl pivalate). The solvent is C(C)(=O)OCC (ethyl acetate), CN(C=O)C (dimethylformamide), CN(C=O)C (DMF). Run at time 30 minute. The product is C(C(C)(C)C)(=O)OCOC(=O)C=1N2C(C(C2SCC1COC(C)=O)NC(C(N1C=CC=C1)C(=O)OCC)=O)=O (3-[(Acetyloxy)methyl]-7-[[2-carboethoxy-2-(1-pyrryl)acetyl]amino]-8-oxo-5-thia-1-azabicyclo[4.2.0]oct-2-ene-2-carboxylic acid pivaloyloxymethyl ester). Reaction SMILES: [Na].[C:2]([O:5][CH2:6][C:7]1[CH2:14][S:13][CH:12]2[N:9]([C:10](=[O:29])[CH:11]2[NH:15][C:16](=[O:28])[CH:17]([C:23]([O:25][CH2:26][CH3:27])=[O:24])[N:18]2[CH:22]=[CH:21][CH:20]=[CH:19]2)[C:8]=1[C:30]([OH:32])=[O:31])(=[O:4])[CH3:3].[C:33]([O:39][CH2:40]Cl)(=[O:38])[C:34]([CH3:37])([CH3:36])[CH3:35]>CN(C)C=O.C(OCC)(=O)C>[C:33]([O:39][CH2:40][O:31][C:30]([C:8]1[N:9]2[CH:12]([S:13][CH2:14][C:7]=1[CH2:6][O:5][C:2](=[O:4])[CH3:3])[CH:11]([NH:15][C:16](=[O:28])[CH:17]([C:23]([O:25][CH2:26][CH3:27])=[O:24])[N:18]1[CH:19]=[CH:20][CH:21]=[CH:22]1)[C:10]2=[O:29])=[O:32])(=[O:38])[C:34]([CH3:37])([CH3:36])[CH3:35] |^1:0|. Reported procedure: The sodium salt of 3-[(acetyloxy)methyl]-7-[[2-carboethoxy-2-(1-pyrryl)acetyl]amino]-8-oxo-5-thia-1-azabicyclo[4.2.0]oct-2-ene-2-carboxylic acid (3 grams) was added to about 40 ml of dry dimethylformamide (DMF) and stirred for about 30 minutes. Then 4.0 ml of chloromethyl pivalate in 5 ml of DMF was added. The mixture was stirred for about 4 hours at room temperature. This mixture is diluted with ethyl acetate and thoroughly washed with water. The ethyl acetate portion is dried over sodium sulfa...